From a dataset of the Open Reaction Database (ORD), a public repository of structured organic reaction records. describe an organic reaction: reactants, conditions, products, and yield Reaction SMILES: [C:1]([OH:20])(=[O:19])[CH2:2][CH2:3][CH2:4][CH2:5][CH2:6][CH2:7][CH2:8]/[CH:9]=[CH:10]\[CH2:11][CH2:12][CH2:13][CH2:14][CH2:15][CH2:16][CH2:17][CH3:18].O.CCCCCCCC/C=C\CCCCCCCC([NH:41][CH2:42][CH2:43][OH:44])=O>>[C:1]([OH:20])(=[O:19])[CH2:2][CH2:3][CH2:4][CH2:5][CH2:6][CH2:7][CH2:8]/[CH:9]=[CH:10]\[CH2:11][CH2:12][CH2:13][CH2:14][CH2:15][CH2:16][CH2:17][CH3:18].[CH2:43]([CH2:42][NH2:41])[OH:44]. Starting materials: O (water), O (water), C(CCCCCCC\C=C/CCCCCCCC)(=O)O (oleic acid), O (water), CCCCCCCC/C=C\CCCCCCCC(=O)NCCO (oleoyl ethanolamide). Product: C(CCCCCCC\C=C/CCCCCCCC)(=O)O (oleic acid), C(O)CN (ethanolamine). Procedure: Moisture content was then investigated as it affects enzyme activity. Oleoyl ethanolamide content decreased significantly when the moisture content was increased from 20 μL to 40 μL (FIG. 12). The low oleoyl ethanolamide content was a result of low oleic acid conversion due to the reaction equilibrium. No significant differences in oleoyl ethanolamide and oleic acid content were observed between 0 and 20 μL water addition. In general, enzyme needs 0 to 5% moisture content for catalytic activity ... Reactants: example 49 ( a ), N1(CCNCC1)C(N)=S (1-piperazinecarbothioamide), BrCC(CC(F)(F)F)=O (1-bromo-4,4,4-trifluoro-butan-2-one). Product: FC(CC=1N=C(SC1)N1CCNCC1)(F)F (1-[4-(2,2,2-Trifluoro-ethyl)-thiazol-2-yl]-piperazine). Yield: 24.0%. Reaction SMILES: [N:1]1([C:7](=[S:9])[NH2:8])[CH2:6][CH2:5][NH:4][CH2:3][CH2:2]1.Br[CH2:11][C:12](=O)[CH2:13][C:14]([F:17])([F:16])[F:15]>>[F:15][C:14]([F:17])([F:16])[CH2:13][C:12]1[N:8]=[C:7]([N:1]2[CH2:6][CH2:5][NH:4][CH2:3][CH2:2]2)[S:9][CH:11]=1. Reported procedure: Prepared in analogy to example 49 (a) from 1-piperazinecarbothioamide and 1-bromo-4,4,4-trifluoro-butan-2-one. The crude material was purified by chromatography (SiO2, methanol/dichloromethane) to yield the title compound as a brown oil (yield 24%). MS (m/e): 252.3 (M+H+, 100%). As a reaction SMILES: [CH:29]([OH:30])([CH3:31])[CH3:32].[Cl:1][c:2]1[n:3][cH:4][c:5](-[c:22]2[s:23][cH:24][cH:25][n:26]2)[cH:6][c:7]1[C:8](=[O:9])[c:10]1[cH:11][c:12]([O:20][CH3:21])[c:13]([O:18][CH3:19])[c:14]([O:16][CH3:17])[cH:15]1.[NH3:28].[OH2:27]>>[c:2]1([NH2:28])[n:3][cH:4][c:5](-[c:22]2[s:23][cH:24][cH:25][n:26]2)[cH:6][c:7]1[C:8](=[O:9])[c:10]1[cH:11][c:12]([O:20][CH3:21])[c:13]([O:18][CH3:19])[c:14]([O:16][CH3:17])[cH:15]1. The reactants are CC(C)O, COc1cc(C(=O)c2cc(-c3nccs3)cnc2Cl)cc(OC)c1OC, N, O. Product: COc1cc(C(=O)c2cc(-c3nccs3)cnc2N)cc(OC)c1OC.